From a dataset of the Open Reaction Database (ORD), a public repository of structured organic reaction records. describe an organic reaction: reactants, conditions, products, and yield Reactants: FC(F)(F)c1ccccc1CBr, CS(C)=O, [N-]=[N+]=[N-], [Na+]. Yields the product [N-]=[N+]=NCc1ccccc1C(F)(F)F. Reaction SMILES: [Br:1][CH2:2][c:3]1[c:4]([C:9]([F:10])([F:11])[F:12])[cH:5][cH:6][cH:7][cH:8]1.[CH3:17][S:18]([CH3:19])=[O:20].[N-:14]=[N+:15]=[N-:16].[Na+:13]>>[CH2:2]([c:3]1[c:4]([C:9]([F:10])([F:11])[F:12])[cH:5][cH:6][cH:7][cH:8]1)[N:14]=[N+:15]=[N-:16]. Reactants: COC(=O)C1=CN(C(C=C1)=O)CCCNC(=O)C1=NC=CC=C1 (1,6-dihydro-1-[3-(2-pyridinylcarbonylamino)propyl]-6-oxo-3-pyridinecarboxylic acid methyl ester), CO (methanol), C([O-])([O-])=O.[Na+].[Na+] (sodium carbonate). The solvent is O (water). Product: N1=C(C=CC=C1)C(=O)NCCCN1C=C(C=CC1=O)C(=O)O (1,6-Dihydro-1-[3-(2-pyridinylcarbonylamino)propyl]-6-oxo-3-pyridinecarboxylic acid). As a reaction SMILES: C[O:2][C:3]([C:5]1[CH:10]=[CH:9][C:8](=[O:11])[N:7]([CH2:12][CH2:13][CH2:14][NH:15][C:16]([C:18]2[CH:23]=[CH:22][CH:21]=[CH:20][N:19]=2)=[O:17])[CH:6]=1)=[O:4].CO.C(=O)([O-])[O-].[Na+].[Na+]>O>[N:19]1[CH:20]=[CH:21][CH:22]=[CH:23][C:18]=1[C:16]([NH:15][CH2:14][CH2:13][CH2:12][N:7]1[C:8](=[O:11])[CH:9]=[CH:10][C:5]([C:3]([OH:4])=[O:2])=[CH:6]1)=[O:17] |f:2.3.4|. Reported procedure: 1,6-dihydro-1-[3-(2-pyridinylcarbonylamino)propyl]-6-oxo-3-pyridinecarboxylic acid methyl ester (0.260 g, 0.83 retool) was hydrolysed in a mixture consisting of methanol (1.0 ml), water (1.0 ml), and 15% aqueous sodium carbonate (2.0 ml) at 60° for 1.5 hours. The solution was filtered and acidified (to pH 5.5 with acetic acid). The precipitated product was recovered by filtration, washed with water, and dried, MP: 180°-182° C. The reactants are COC(OC)OC, CO, [Na], O=S(=O)(O)C1(O)CCOCC1O. Product: COC1(OC)CCOCC1O. Reaction SMILES: [CH3:14][O:15][CH:16]([O:17][CH3:18])[O:19][CH3:20].[CH3:21][OH:22].[Na:13].[OH:1][CH:2]1[CH2:3][O:4][CH2:5][CH2:6][C:7]1([OH:8])[S:9]([OH:10])(=[O:11])=[O:12]>>[OH:1][CH:2]1[CH2:3][O:4][CH2:5][CH2:6][C:16]1([O:17][CH3:18])[O:19][CH3:20].